The task is: describe an organic reaction: reactants, conditions, products, and yield. This data is from the Open Reaction Database (ORD), a public repository of structured organic reaction records. The reactants are ClC=1C=C2C(C=3C(=CC=C(C3C(C2=CC1Cl)=O)O)O)=O (6,7-dichloro- 1,4-dihydroxyanthraquinone), mixture, S(=O)([O-])S(=O)[O-].[Na+].[Na+] (sodium hydrosulfite), [NH4+].[OH-] (NH4OH), [NH4+].[OH-] (NH4OH). Run at temperature 55 celsius. Product: ClC=1C=C2C(=C3C(=CC=C(C3=C(C2=CC1Cl)O)O)O)O (6,7-dichloro- 1,4,9,10-tetrahydroxyanthracene). RXN SMILES: [Cl:1][C:2]1[CH:3]=[C:4]2[C:13](=[CH:14][C:15]=1[Cl:16])[C:12](=[O:17])[C:11]1[C:10]([OH:18])=[CH:9][CH:8]=[C:7]([OH:19])[C:6]=1[C:5]2=[O:20].[NH4+].[OH-].S(S([O-])=O)([O-])=O.[Na+].[Na+]>>[Cl:1][C:2]1[CH:3]=[C:4]2[C:13](=[CH:14][C:15]=1[Cl:16])[C:12]([OH:17])=[C:11]1[C:6]([C:7]([OH:19])=[CH:8][CH:9]=[C:10]1[OH:18])=[C:5]2[OH:20] |f:1.2,3.4.5|. Procedure: Ten grams (32.35 mmol) of 6,7-dichloro- 1,4-dihydroxyanthraquinone were pulverized with enough NH4OH to make a paste. This was transferred to a 500 mL round bottom (RB) flask, using additional NH4OH to make the reaction mixture 0.13-0.16 M. While stirring, 6.72 grams (38.60 mmol) sodium hydrosulfite were added portionwise over 1.5 hours. Immediately after addition, the mixture was heated slowly to 55° C. on a steam bath, then heated at 55° C. for about 1.5 hours. After cooling to room temperatur...